From a dataset of the Open Reaction Database (ORD), a public repository of structured organic reaction records. describe an organic reaction: reactants, conditions, products, and yield As a reaction SMILES: [NH2:1][C:2]1[N:11]=[C:10]([NH2:12])[C:9]2[C:4](=[N:5][CH:6]=[C:7]([CH2:13]Br)[N:8]=2)[N:3]=1.[Cl:15][CH2:16][CH2:17][NH:18][CH2:19][CH2:20][Cl:21]>CN(C)C(=O)C>[NH2:1][C:2]1[N:11]=[C:10]([NH2:12])[C:9]2[C:4](=[N:5][CH:6]=[C:7]([CH2:13][N:18]([CH2:19][CH2:20][Cl:21])[CH2:17][CH2:16][Cl:15])[N:8]=2)[N:3]=1. The reactants are NC1=NC2=NC=C(N=C2C(=N1)N)CBr (2,4-diamino-6-(bromomethyl)pteridine), ClCCNCCCl (bis-(2-chloroethyl)amine). Run in CN(C(C)=O)C (N,N-dimethylacetamide). Procedure: To a stirred solution of 2.4 g (9.4 mmol) of 2,4-diamino-6-(bromomethyl)pteridine in 50 ml of N,N-dimethylacetamide was added 6 g (0.04 mol) of bis-(2-chloroethyl)amine, and the mixture was stirred at 50°-55° C. for 5 hours and then for 18 hours at room temperature. After filtering from a small amount of dark insoluble matter, the filtrate was diluted with 200 ml of water whereupon 2,4-diamino-6-bis(2-chloroethyl)-aminomethylpteridine separated as a light tan solid which was filtered, washed tho... Reaction conditions: time 5 hour. Product: NC1=NC2=NC=C(N=C2C(=N1)N)CN(CCCl)CCCl (2,4-Diamino-6-bis(2-chloroethyl)aminomethylpteridine). Reactants: C(C)(C)(C)C1=CC(=C(C=C1)C=1N(C(C(N1)(C)C1=CC=C(C=C1)Cl)C1=CC=C(C=C1)Cl)C(=O)Cl)OCC (rac-(4S*,5R*)-2-(4-tert-butyl-2-ethoxy-phenyl)-4,5-bis-(4-chloro-phenyl)-4-methyl-4,5-dihydro-imidazole-1-carbonyl chloride), N1C(CNCC1)=O (2-piperazinone). Product: C(C)(C)(C)C1=CC(=C(C=C1)C=1N([C@@H]([C@](N1)(C)C1=CC=C(C=C1)Cl)C1=CC=C(C=C1)Cl)C(=O)N1CC(NCC1)=O)OCC (rac-4-[(4S*,5R*)-2-(4-tert-Butyl-2-ethoxy-phenyl)-4,5-bis-(4-chloro-phenyl)-4-methyl-4,5-dihydro-imidazole-1-carbonyl]-piperazin-2-one). As a reaction SMILES: [C:1]([C:5]1[CH:10]=[CH:9][C:8]([C:11]2[N:12]([C:31](Cl)=[O:32])[CH:13]([C:24]3[CH:29]=[CH:28][C:27]([Cl:30])=[CH:26][CH:25]=3)[C:14]([C:17]3[CH:22]=[CH:21][C:20]([Cl:23])=[CH:19][CH:18]=3)([CH3:16])[N:15]=2)=[C:7]([O:34][CH2:35][CH3:36])[CH:6]=1)([CH3:4])([CH3:3])[CH3:2].[NH:37]1[CH2:42][CH2:41][NH:40][CH2:39][C:38]1=[O:43]>>[C:1]([C:5]1[CH:10]=[CH:9][C:8]([C:11]2[N:12]([C:31]([N:40]3[CH2:41][CH2:42][NH:37][C:38](=[O:43])[CH2:39]3)=[O:32])[C@H:13]([C:24]3[CH:25]=[CH:26][C:27]([Cl:30])=[CH:28][CH:29]=3)[C@@:14]([C:17]3[CH:22]=[CH:21][C:20]([Cl:23])=[CH:19][CH:18]=3)([CH3:16])[N:15]=2)=[C:7]([O:34][CH2:35][CH3:36])[CH:6]=1)([CH3:4])([CH3:3])[CH3:2]. Procedure: In a manner analogous to the method described in example 5, rac-(4S*,5R*)-2-(4-tert-butyl-2-ethoxy-phenyl)-4,5-bis-(4-chloro-phenyl)-4-methyl-4,5-dihydro-imidazole-1-carbonyl chloride was reacted with 2-piperazinone (Avocado Organics) to give the title compound. LC-MS: 607.2 [(M+H)+] Reactants: ClCCOC1=C(C=CC2=NC=CN=C2)C=CC=C1 (2-[o-(β-chloro-ethoxy)styryl]-pyrazine), CNC (dimethylamine), Cl (monohydrochloride). The product is CN(CCOC1=C(C=CC2=NC=CN=C2)C=CC=C1)C (2-[o-(β-Dimethylamino-ethoxy)-styryl]-pyrazine). As a reaction SMILES: Cl[CH2:2][CH2:3][O:4][C:5]1[CH:18]=[CH:17][CH:16]=[CH:15][C:6]=1[CH:7]=[CH:8][C:9]1[CH:14]=[N:13][CH:12]=[CH:11][N:10]=1.[CH3:19][NH:20][CH3:21].Cl>>[CH3:19][N:20]([CH3:21])[CH2:2][CH2:3][O:4][C:5]1[CH:18]=[CH:17][CH:16]=[CH:15][C:6]=1[CH:7]=[CH:8][C:9]1[CH:14]=[N:13][CH:12]=[CH:11][N:10]=1. Reported procedure: 2-[o-(β-Dimethylamino-ethoxy)-styryl]-pyrazine was prepared from 2-[o-(β-chloro-ethoxy)styryl]-pyrazine and dimethylamine, and the free base was converted into its monohydrochloride, yielding 54% of theory of the compound of the formula ##STR13## which had a melting point of 194°-195° C.